Dataset: the Open Reaction Database (ORD), a public repository of structured organic reaction records. Task: describe an organic reaction: reactants, conditions, products, and yield The reactants are [Br-], COC(=O)c1ccc(C=O)cc1, [Mg+]C1CC1. Product: COC(=O)c1ccc(C(O)C2CC2)cc1. RXN SMILES: [Br-:13].[CH3:1][O:2][C:3]([c:4]1[cH:5][cH:6][c:7]([CH:10]=[O:11])[cH:8][cH:9]1)=[O:12].[CH:14]1([Mg+:17])[CH2:15][CH2:16]1>>[CH3:1][O:2][C:3]([c:4]1[cH:5][cH:6][c:7]([CH:10]([OH:11])[CH:14]2[CH2:15][CH2:16]2)[cH:8][cH:9]1)=[O:12]. The reactants are O=S(=O)(NC1CNc2ccc(Br)cc2C1)c1ccccc1, O=S(=O)(Cl)c1ccccc1, c1ccncc1. The product is O=S(=O)(NC1Cc2cc(Br)ccc2N(S(=O)(=O)c2ccccc2)C1)c1ccccc1. RXN SMILES: [Br:1][c:2]1[cH:3][c:4]2[c:9]([cH:10][cH:11]1)[NH:8][CH2:7][CH:6]([NH:12][S:13](=[O:14])(=[O:15])[c:16]1[cH:17][cH:18][cH:19][cH:20][cH:21]1)[CH2:5]2.[c:22]1([S:28](=[O:29])(=[O:30])[Cl:31])[cH:23][cH:24][cH:25][cH:26][cH:27]1.[cH:32]1[cH:33][cH:34][n:35][cH:36][cH:37]1>>[Br:1][c:2]1[cH:3][c:4]2[c:9]([cH:10][cH:11]1)[N:8]([S:28]([c:22]1[cH:23][cH:24][cH:25][cH:26][cH:27]1)(=[O:29])=[O:30])[CH2:7][CH:6]([NH:12][S:13](=[O:14])(=[O:15])[c:16]1[cH:17][cH:18][cH:19][cH:20][cH:21]1)[CH2:5]2. Reactants: C[Si](C)(C)[N-][Si](C)(C)C.[Li+] (lithium bis(trimethylsilyl)amide), CCCCCC.C(C)(=O)OCC (hexane ethyl acetate), C(=O)(OC(C)(C)C)N[C@@H](CC1=CC=CC=C1)[C@@H]1CCC(O1)=O (5(S)-[1(S)-(Boc-amino)-2-phenylethyl]-dihydrofuran-2-(3H)-one), BrCC1=C(C#N)C=CC=C1 (2-bromomethylbenzonitrile). Solvent: CCCCCC (hexane), C1CCOC1 (THF), C1CCOC1 (THF). Yields the product C(=O)(OC(C)(C)C)N[C@@H](CC1=CC=CC=C1)[C@@H]1C[C@H](C(O1)=O)CC1=C(C=CC=C1)C#N (5(S)-[1(S)-(Boc-amino)-2-phenylethyl]-3(R)-(o-cyanophenylmethyl)-dihydrofuran-2-(3H)-one). As a reaction SMILES: [C:1]([NH:8][C@H:9]([C@H:17]1[O:21][C:20](=[O:22])[CH2:19][CH2:18]1)[CH2:10][C:11]1[CH:16]=[CH:15][CH:14]=[CH:13][CH:12]=1)([O:3][C:4]([CH3:7])([CH3:6])[CH3:5])=[O:2].C[Si]([N-][Si](C)(C)C)(C)C.[Li+].Br[CH2:34][C:35]1[CH:42]=[CH:41][CH:40]=[CH:39][C:36]=1[C:37]#[N:38].CCCCCC.C(OCC)(=O)C>C1COCC1.CCCCCC>[C:1]([NH:8][C@H:9]([C@H:17]1[O:21][C:20](=[O:22])[C@H:19]([CH2:34][C:35]2[CH:42]=[CH:41][CH:40]=[CH:39][C:36]=2[C:37]#[N:38])[CH2:18]1)[CH2:10][C:11]1[CH:16]=[CH:15][CH:14]=[CH:13][CH:12]=1)([O:3][C:4]([CH3:6])([CH3:7])[CH3:5])=[O:2] |f:1.2,4.5|. Reported procedure: Analogously to Example 21 D) 1)c), 2.0 g (6.55 mmol) of 5(S)-[1(S)-(Boc-amino)-2-phenylethyl]-dihydrofuran-2-(3H)-one [Example 21 D) 1)b)] dissolved in 40 ml of THF are deprotonated with 13.1 ml of lithium bis(trimethylsilyl)amide 1M in THF and alkylated (75 min) with 1.4 g (7.2 mmol) of 2-bromomethylbenzonitrile (Fluka; Buchs/Switzerland). Column chromatography (SiO2, hexane/ethyl acetate 2:1) and stirring in hexane yields the pure title compound: TLC Rf (D)=0.45; tRet (I)=16.2 min. Starting materials: COC(=O)c1ccc2ccn(C3CCN(CCc4c(OC)ccc5c4OC(C)(C)CC5=O)CC3)c2c1, CO, Cl, [Na+], C1CCOC1, [OH-]. Product: COc1ccc2c(c1CCN1CCC(n3ccc4ccc(C(=O)O)cc43)CC1)OC(C)(C)CC2=O. Reaction SMILES: [CH3:1][O:2][c:3]1[cH:4][cH:5][c:6]2[c:11]([c:12]1[CH2:13][CH2:14][N:15]1[CH2:16][CH2:17][CH:18]([n:21]3[cH:22][cH:23][c:24]4[cH:25][cH:26][c:27]([C:30](=[O:31])[O:32][CH3:33])[cH:28][c:29]34)[CH2:19][CH2:20]1)[O:10][C:9]([CH3:34])([CH3:35])[CH2:8][C:7]2=[O:36].[CH3:39][OH:40].[ClH:41].[Na+:38].[O:42]1[CH2:43][CH2:44][CH2:45][CH2:46]1.[OH-:37]>>[CH3:1][O:2][c:3]1[cH:4][cH:5][c:6]2[c:11]([c:12]1[CH2:13][CH2:14][N:15]1[CH2:16][CH2:17][CH:18]([n:21]3[cH:22][cH:23][c:24]4[cH:25][cH:26][c:27]([C:30](=[O:31])[OH:32])[cH:28][c:29]34)[CH2:19][CH2:20]1)[O:10][C:9]([CH3:34])([CH3:35])[CH2:8][C:7]2=[O:36]. Starting materials: CCOC(C)=O, CO, COC(=O)c1ccc(-c2cc(OC)ccc2F)c(C2=CC(C)(C)CC(C)(C)C2)c1, O=[Pt]=O. Yields the product COC(=O)c1ccc(-c2cc(OC)ccc2F)c(C2CC(C)(C)CC(C)(C)C2)c1. Reaction SMILES: [CH3:33][CH2:34][O:35][C:36]([CH3:37])=[O:38].[CH3:39][OH:40].[F:1][c:2]1[c:3](-[c:10]2[c:11]([C:20]3=[CH:21][C:22]([CH3:28])([CH3:29])[CH2:23][C:24]([CH3:26])([CH3:27])[CH2:25]3)[cH:12][c:13]([C:16](=[O:17])[O:18][CH3:19])[cH:14][cH:15]2)[cH:4][c:5]([O:8][CH3:9])[cH:6][cH:7]1.[Pt:30](=[O:31])=[O:32]>>[F:1][c:2]1[c:3](-[c:10]2[c:11]([CH:20]3[CH2:21][C:22]([CH3:28])([CH3:29])[CH2:23][C:24]([CH3:26])([CH3:27])[CH2:25]3)[cH:12][c:13]([C:16](=[O:17])[O:18][CH3:19])[cH:14][cH:15]2)[cH:4][c:5]([O:8][CH3:9])[cH:6][cH:7]1. Reactants: C(C(CCC)CCC)(=O)Cl (Valproic acid chloride), ICCO (2-iodoethanol). Run at temperature 100 celsius. Product: C(C(CCC)CCC)(=O)O (valproic acid). The yield is 138.7%. Reaction SMILES: [C:1](Cl)(=[O:9])[CH:2]([CH2:6][CH2:7][CH3:8])[CH2:3][CH2:4][CH3:5].ICC[OH:14]>>[C:1]([OH:9])(=[O:14])[CH:2]([CH2:6][CH2:7][CH3:8])[CH2:3][CH2:4][CH3:5]. Procedure details: To the product of Example 87 (4.87 g, 30 mmol), 2-iodoethanol (5.16 g, 30 mmol) was added with stirring and cooling in an ice bath. The neat mixture was then heated to 100° C. in a water bath for 10 minutes, then removed from the heat and stirred for an additional 10 minutes. The reaction mixture was then dissolved in 50 ml of ether, washed with water (1×30 ml), 5% NaOH (2×30 ml), and again with water (2×30 ml). The ether layer was dried over anhydrous sodium sulfate and the solvent was removed ...